This data is from the Open Reaction Database (ORD), a public repository of structured organic reaction records. The task is: describe an organic reaction: reactants, conditions, products, and yield Starting materials: [BH3-]C#N, C=O, CC(=O)O, CO, CCOC(C)=O, O=C(c1ccc(N2CCNCC2)cc1Cl)N1CCCCc2ccccc21, [Na+]. The product is CN1CCN(c2ccc(C(=O)N3CCCCc4ccccc43)c(Cl)c2)CC1. RXN SMILES: [C:29]([BH3-:30])#[N:31].[CH2:27]=[O:28].[CH3:33][C:34](=[O:35])[OH:36].[CH3:37][OH:38].[CH3:39][CH2:40][O:41][C:42](=[O:43])[CH3:44].[N:1]1([c:7]2[cH:8][c:9]([Cl:26])[c:10]([C:11](=[O:12])[N:13]3[CH2:14][CH2:15][CH2:16][CH2:17][c:18]4[c:19]3[cH:20][cH:21][cH:22][cH:23]4)[cH:24][cH:25]2)[CH2:2][CH2:3][NH:4][CH2:5][CH2:6]1.[Na+:32]>>[N:1]1([c:7]2[cH:8][c:9]([Cl:26])[c:10]([C:11](=[O:12])[N:13]3[CH2:14][CH2:15][CH2:16][CH2:17][c:18]4[c:19]3[cH:20][cH:21][cH:22][cH:23]4)[cH:24][cH:25]2)[CH2:2][CH2:3][N:4]([CH3:29])[CH2:5][CH2:6]1. Reactants: CC1=C(N)C(=CC=C1)C (2,6-dimethylaniline), OC(C(C)=O)C (3-hydroxy-2-butanone). The solvent is C1=CC=CC=C1 (benzene). Product: CC1=C(C(=CC=C1)C)NC(C(C)=O)C (3-(2,6-dimethylphenylamino)-2-butanone). Isolated yield 94.4%. Reaction SMILES: [CH3:1][C:2]1[CH:8]=[CH:7][CH:6]=[C:5]([CH3:9])[C:3]=1[NH2:4].[OH:10][CH:11]([CH3:15])[C:12](=O)[CH3:13]>C1C=CC=CC=1>[CH3:1][C:2]1[CH:8]=[CH:7][CH:6]=[C:5]([CH3:9])[C:3]=1[NH:4][CH:12]([CH3:13])[C:11](=[O:10])[CH3:15]. Procedure details: A solution of 484.8 g (4 mols) 2,6-dimethylaniline and 422.8 g (4.8 mols) 3-hydroxy-2-butanone in 1200 ml benzene was heated under reflux for 21 hours in a reaction vessel equipped with a Dean-Stark trap. The reaction mixture was then cooled, washed with four 600-ml portions of water, slurried with silica gel, filtered and evaporated under reduced pressure to give 722 g of 3-(2,6-dimethylphenylamino)-2-butanone, as an orange oil. The infrared spectrum of the product showed strong carbonyl absorp... The reactants are C1(=CC=CC=C1O)C (o-cresol), CCC(CC)=O (3-pentanone), OS(=O)(=O)O (H2SO4), C(C)(=O)O (acetic acid). Solvent: ethyl acetate hexanes. Conditions: time 3 day. Product: C1=CC=C(C(=C1)C2=CC(=CC=C2)O)O (diphenol). RXN SMILES: [C:1]1([CH3:8])[C:6]([OH:7])=[CH:5][CH:4]=[CH:3][CH:2]=1.C[CH2:10][C:11](=[O:14])[CH2:12][CH3:13].OS(O)(=O)=O.[C:20](O)(=O)C>>[CH:3]1[CH:2]=[C:1]([C:8]2[CH:20]=[CH:13][CH:12]=[C:11]([OH:14])[CH:10]=2)[C:6]([OH:7])=[CH:5][CH:4]=1. Procedure details: To a solution of o-cresol (5 g, 46.3 mmol) and 3-pentanone (2 g, 23.2 mmol) in acetic acid (20 mL) was added conc H2SO4 (4 mL). The reaction mixture was stirred at ambient temperature for 3 days, poured over ice, and diluted with 1:5 ethyl acetate/hexanes. The organic fraction was separated, washed with water and brine, dried over MgSO4, and concentrated in vacuo. Chromatography (silica, 5% ethyl acetate in hexanes) afforded 2.2 g of diphenol 6. 1HNMR (CDCl3) δ: 6.90 (d, J=2 Hz, 2 H, Ar—H), 6.95... The solvent is CC#N  (MeCN), C(CCl)Cl (DCE). Reagents/catalysts: c1ccc(cc1)-c2c3ccccc3cc4ccccc24 (9-Phenylanthracene), C1=CC(=CC(=C1)Cl)C(=O)OO (mCPBA), c12ccc3n2[Cu]n2c(c(c4nc(C=C4)c3c3c(c(c(c(c3F)F)F)F)F)c3c(c(c(c(c3F)F)F)F)F)ccc2c(c2C=Cc(n2)c1c1c(c(c(c(c1F)F)F)F)F)c1c(c(c(c(c1F)F)F)F)F (Cu[TFPP]). RXN SMILES: [CH3:1][n:2]1[n:6][c:5]([C@H:7]2[N:11]([CH2:12][c:13]3[cH:29][cH:28][c:16]([O:17][c:18]4[cH:27][c:25]([OH:26])[c:21]([C:22]([NH2:24])=[O:23])[cH:20][cH:19]4)[cH:15][cH:14]3)[CH2:10][CH2:9][CH2:8]2)[cH:4][cH:3]1>>[CH3:1][n:2]1[n:6][c:5]([C@H:7]2[N:11]([CH2:12][c:13]3[cH:29][cH:28][c:16]([O:17][c:18]4[cH:27][c:25]([OH:26])[c:21]([C:22]([NH2:24])=[O:23])[c:20](O)[cH:19]4)[cH:15][cH:14]3)[CH2:10][CH2:9][CH2:8]2)[cH:4][cH:3]1. Run at temperature 25 celsius, time 18 hour. Yields the product Cn1ccc(n1)[C@@H]2CCCN2Cc3ccc(Oc4cc(O)c(C(=O)N)c(O)c4)cc3. The reactants are n1(nc(cc1)[C@H]1N(CCC1)Cc1ccc(cc1)Oc1cc(c(cc1)C(=O)N)O)C. Procedure: A solution of 2,6-diamino-9-[2-(2,2-dimethyl-1,3-dioxan-5-yl)ethyl]purine (180 mg, 0.6 mmol) in 70% acetic acid (10 ml) was stirred for 1 hour at room temperature. The solvent was removed, the residue was suspended in methanol and sodium methoxide was added to neutralise. Column chromatography on silica gel eluting with chloroform-methanol mixtures (6:1, 4:1 and 3:1) gave 2,6-diamino-9-(4-hydroxy-3-hydroxymethylbut-1-yl)purine (95 mg, 63%), m.p. 187-190° C.; λmax (H2O, pH6.5) 215 (ε 25,500), 255... RXN SMILES: [NH2:1][C:2]1[N:10]=[C:9]2[C:5]([N:6]=[CH:7][N:8]2[CH2:11][CH2:12][CH:13]2[CH2:18][O:17]C(C)(C)[O:15][CH2:14]2)=[C:4]([NH2:21])[N:3]=1>C(O)(=O)C>[NH2:1][C:2]1[N:10]=[C:9]2[C:5]([N:6]=[CH:7][N:8]2[CH2:11][CH2:12][CH:13]([CH2:18][OH:17])[CH2:14][OH:15])=[C:4]([NH2:21])[N:3]=1. The product is NC1=NC(=C2N=CN(C2=N1)CCC(CO)CO)N (2,6-diamino-9-(4-hydroxy-3-hydroxymethylbut-1-yl)purine). Solvent: C(C)(=O)O (acetic acid). Isolated yield 62.8%. Reactants: NC1=NC(=C2N=CN(C2=N1)CCC1COC(OC1)(C)C)N (2,6-diamino-9-[2-(2,2-dimethyl-1,3-dioxan-5-yl)ethyl]purine).